This data is from the Open Reaction Database (ORD), a public repository of structured organic reaction records. The task is: describe an organic reaction: reactants, conditions, products, and yield Starting materials: [F-].[K+] (potassium fluoride), FC(C(=C(C(C(F)(F)F)(C(F)(F)F)F)C(C(F)(F)F)(F)F)C(F)(F)F)(F)F (perfluoro(3-ethyl-2,4-dimethyl-2-pentene)), FC(C(=C(C(C(F)(F)F)(C(F)(F)F)C(F)(F)F)C(C(F)(F)F)(C(F)(F)F)F)C(F)(F)F)(F)F (perfluoro(2,4,4-trimethyl-3-isopropyl-2-pentene)), FC(F)(F)[Si](C)(C)C (trifluoromethyltrimethylsilane), FC(F)(F)[Si](C)(C)C (trifluoromethyltrimethylsilane), [F-].[K+] (potassium fluoride), FC(F)(F)F (perfluorocarbon). The solvent is CN(C=O)C (dimethyl formamide). Run at time 1 hour. The product is FC(C(=C(C(C(F)(F)F)(C(F)(F)F)C(F)(F)F)C(C(F)(F)F)(C(F)(F)F)F)F)(F)F (perfluoro 4,4-dimethyl-3-isopropyl-2-pentene). As a reaction SMILES: [F:1]C(F)(F)C(C(F)(F)F)=C(C(F)(F)C(F)(F)F)C(F)(C(F)(F)F)C(F)(F)F.FC([Si](C)(C)C)(F)F.[F-].[K+].FC(F)(F)F.[F:43][C:44]([F:75])([F:74])[C:45](C(F)(F)F)=[C:46]([C:60]([F:69])([C:65]([F:68])([F:67])[F:66])[C:61]([F:64])([F:63])[F:62])[C:47]([C:56]([F:59])([F:58])[F:57])([C:52]([F:55])([F:54])[F:53])[C:48]([F:51])([F:50])[F:49]>CN(C)C=O>[F:75][C:44]([F:43])([F:74])[C:45]([F:1])=[C:46]([C:60]([F:69])([C:61]([F:64])([F:62])[F:63])[C:65]([F:67])([F:68])[F:66])[C:47]([C:56]([F:59])([F:57])[F:58])([C:48]([F:51])([F:49])[F:50])[C:52]([F:53])([F:55])[F:54] |f:2.3|. Procedure: 1 mmol (450 mg) of perfluoro(3-ethyl-2,4-dimethyl-2-pentene) and 4.0 mmol (568.8 mg) of trifluoromethyltrimethylsilane were weighed into a 10-ml fluororesin-made reaction container, then 1 ml of dimethyl formamide and 0.1 mmol of acidic potassium fluoride (KHF2, 7.8 mg) were added therein. A fluororesin-made magnetic stirrer was placed and the mixture was stirred vigorously for 1 hour at room temperature, and then 1.0 mmol of trifluoromethyltrimethylsilane (142.2 mg) and 0.1 mmol of acidic potas... Reactants: C1(CCCCC1)=C=CCC(=O)OCC (Ethyl 4-cyclohexylidene-3-butenoate). Reagents/catalysts: C([O-])([O-])=O.[Ca+2] (calcium carbonate). Solvent: CO (methanol). The product is C1(CCCCC1)=CC=CC(=O)OCC (Ethyl 4-cyclohexylidene-2-butenoate). The yield is 92.0%. Reaction SMILES: [C:1]1(=[C:7]=[CH:8][CH2:9][C:10]([O:12][CH2:13][CH3:14])=[O:11])[CH2:6][CH2:5][CH2:4][CH2:3][CH2:2]1>CO.C(=O)([O-])[O-].[Ca+2]>[C:1]1(=[CH:7][CH:8]=[CH:9][C:10]([O:12][CH2:13][CH3:14])=[O:11])[CH2:6][CH2:5][CH2:4][CH2:3][CH2:2]1 |f:2.3|. Procedure: Ethyl 4-cyclohexylidene-3-butenoate was reacted at 50°C. for 4 hours in 80 ml of methanol in the presence of 1.5g of calcium carbonate as a catalyst. In the same manner as in the preceding Examples, the resulting reaction mixture was neutralized and subjected to distillation under reduced pressure. Ethyl 4-cyclohexylidene-2-butenoate was obtained in a yield of 92% from a fraction boiling at 111 to 114°C. under 3 mm Hg.